Dataset: the Open Reaction Database (ORD), a public repository of structured organic reaction records. Task: describe an organic reaction: reactants, conditions, products, and yield Run in C1CCOC1 (THF), C1CCOC1 (THF). The reactants are Cl (HCl), solution, B#B (diborane), C(CCC)[C@@]1(CSC2=C(C(=N1)C1=CC=CC=C1)C=C(C(=C2)OC)OC)CC ((3R)-3-Butyl-3-ethyl-2,3-dihydro-7,8-dimethoxy-5-phenyl-1,4-benzothiazepine). As a reaction SMILES: B#B.[CH2:3]([C@@:7]1([CH2:28][CH3:29])[N:13]=[C:12]([C:14]2[CH:19]=[CH:18][CH:17]=[CH:16][CH:15]=2)[C:11]2[CH:20]=[C:21]([O:26][CH3:27])[C:22]([O:24][CH3:25])=[CH:23][C:10]=2[S:9][CH2:8]1)[CH2:4][CH2:5][CH3:6].Cl>C1COCC1>[CH2:3]([C@@:7]1([CH2:28][CH3:29])[NH:13][C@H:12]([C:14]2[CH:19]=[CH:18][CH:17]=[CH:16][CH:15]=2)[C:11]2[CH:20]=[C:21]([O:26][CH3:27])[C:22]([O:24][CH3:25])=[CH:23][C:10]=2[S:9][CH2:8]1)[CH2:4][CH2:5][CH3:6]. Procedure details: A 1M solution of diborane in THF (200 ml) was added to a solution of the product (64.0 g) from step (m) in THF (350 ml). The reaction mixture was stirred at room temperature for a period of 17 hours, then 6N HCl (150 ml) was added and the solution was concentrated in vacuo to remove THF. The aqueous residue was basified with 50% NaOH and extracted with EtOAc. The EtOAc layer was separated, dried and concentrated in vacuo to afford an oil which was chromatographed on silica gel, using hexane: EtO... Yield: 39.6%. Reaction conditions: time 17 hour. Yields the product C(CCC)[C@@]1(CSC2=C([C@H](N1)C1=CC=CC=C1)C=C(C(=C2)OC)OC)CC ((3R,5R)-3-Butyl-3-ethyl-2,3,4,5-tetrahydro-7,8-dimethoxy-5-phenyl-1,4-benzothiazepine). Starting materials: CC(C)([O-])C.[K+] (Potassium tert. butoxide), C(C(=C)C)(=O)O (methacrylic acid), C(OC)(OC(C)Cl)=O (Methyl 1-chloroethyl carbonate). The reagents and catalysts are C1COCCOCCOCCOCCOCCO1 (18-crown-6). Solvent: CN(C)C=O (DMF). Reaction conditions: time 3 day. The product is C(OC)(OC(C)OC(C(=C)C)=O)=O (Methyl 1-methacryloyloxyethyl carbonate). The yield is 71.8%. RXN SMILES: CC(C)([O-])C.[K+].[C:7]([OH:12])(=[O:11])[C:8]([CH3:10])=[CH2:9].[C:13](=[O:20])([O:16][CH:17](Cl)[CH3:18])[O:14][CH3:15]>CN(C=O)C.C1OCCOCCOCCOCCOCCOC1>[C:13](=[O:20])([O:16][CH:17]([O:11][C:7](=[O:12])[C:8]([CH3:10])=[CH2:9])[CH3:18])[O:14][CH3:15] |f:0.1|. Procedure details: Potassium tert. butoxide (3.70 g, 0.033 mol ) was added to a solution of methacrylic acid (2.84 g, 0.033 mol) in DMF (100 ml). Methyl 1-chloroethyl carbonate (4.55 g, 0.033 mol) from Example 1u(i) above was added to the resulting suspension. 18-crown-6 (0.61 g, 2.3 mmol) was then added and the reaction mixture was left with stirring at room temperature for 3 days. The reaction mixture was filtered and the solvent was removed under reduced pressure. The residue was dissolved in chloroform (100 ml...